describe an organic reaction: reactants, conditions, products, and yield From a dataset of the Open Reaction Database (ORD), a public repository of structured organic reaction records. The reactants are CC(=O)O, C1CCOC1, CC(C)(CCN1CCOCC1)c1ccc([N+](=O)[O-])cc1, [Zn]. Product: CC(C)(CCN1CCOCC1)c1ccc(N)cc1. RXN SMILES: [C:21]([OH:22])(=[O:23])[CH3:24].[CH2:25]1[O:26][CH2:27][CH2:28][CH2:29]1.[CH3:1][C:2]([CH2:3][CH2:4][N:5]1[CH2:6][CH2:7][O:8][CH2:9][CH2:10]1)([CH3:11])[c:12]1[cH:13][cH:14][c:15]([N+:18]([O-:19])=[O:20])[cH:16][cH:17]1.[Zn:30]>>[CH3:1][C:2]([CH2:3][CH2:4][N:5]1[CH2:6][CH2:7][O:8][CH2:9][CH2:10]1)([CH3:11])[c:12]1[cH:13][cH:14][c:15]([NH2:18])[cH:16][cH:17]1. Starting materials: ClC=1C=C(C=CC1Cl)S(=O)(=O)N[C@@H](C(=O)NCC(OC)OC)CC#C ((R)-2-(3,4-dichlorobenzenesulfonamido)-N-(2,2-dimethoxyethyl)pent-4-ynamide), CC=1C=CC(=CC1)S(=O)(=O)O.O (TsOH.H2O). The solvent is O1CCOCC1 (p-dioxane). Reaction conditions: temperature 60 celsius, time 19 hour. Product: ClC=1C=C(C=CC1Cl)S(=O)(=O)N1[C@@H](C(NC=C1)=O)CC#C ((R)-4-(3,4-dichlorobenzenesulfonyl)-3-(prop-2-ynyl)-3,4-dihydropyrazin-2(1H)-one). As a reaction SMILES: [Cl:1][C:2]1[CH:3]=[C:4]([S:9]([NH:12][C@H:13]([CH2:23][C:24]#[CH:25])[C:14]([NH:16][CH2:17][CH:18](OC)OC)=[O:15])(=[O:11])=[O:10])[CH:5]=[CH:6][C:7]=1[Cl:8].CC1C=CC(S(O)(=O)=O)=CC=1.O>O1CCOCC1>[Cl:1][C:2]1[CH:3]=[C:4]([S:9]([N:12]2[CH:18]=[CH:17][NH:16][C:14](=[O:15])[C@H:13]2[CH2:23][C:24]#[CH:25])(=[O:11])=[O:10])[CH:5]=[CH:6][C:7]=1[Cl:8] |f:1.2|. Procedure details: A solution of (R)-2-(3,4-dichlorobenzenesulfonamido)-N-(2,2-dimethoxyethyl)pent-4-ynamide (36.7 g, 89.6 mmol) in 500 mL p-dioxane was treated with TsOH.H2O (5.11 g, 26.9 mmol). The reaction was heated to 60° C. for 7 h and then at 80° C. for 19 h. The mixture was cooled to room temperature and concentrated under reduced pressure. The residue was diluted with 400 mL EtOAc stirred with 400 mL 5% NaHCO3. The resulting precipitate was filtered and washed with H2O. The solid was suspended in hot EtOH... Starting materials: ClC=1C=C(C=CC1F)N1C(=NOC1=O)C1=NON=C1CO[Si](C(C)C)(C(C)C)C(C)C (4-(3-Chloro-4-fluorophenyl)-3-(4-[(triisopropylsilyl)oxy]methyl-1,2,5-oxadiazol-3-yl)-1,2,4-oxadiazol-5(4H)-one), Cl (hydrogen chloride). Run in MeOH(MeOH), CO (MeOH). Reaction conditions: temperature 70 celsius, time 4 hour. Yields the product ClC=1C=C(C=CC1F)N1C(=NOC1=O)C1=NON=C1CO (4-(3-Chloro-4-fluorophenyl)-3-[4-(hydroxymethyl)-1,2,5-oxadiazol-3-yl]-1,2,4-oxadiazol-5 (4H)-one). RXN SMILES: [Cl:1][C:2]1[CH:3]=[C:4]([N:9]2[C:13](=[O:14])[O:12][N:11]=[C:10]2[C:15]2[C:19]([CH2:20][O:21][Si](C(C)C)(C(C)C)C(C)C)=[N:18][O:17][N:16]=2)[CH:5]=[CH:6][C:7]=1[F:8].Cl>CO>[Cl:1][C:2]1[CH:3]=[C:4]([N:9]2[C:13](=[O:14])[O:12][N:11]=[C:10]2[C:15]2[C:19]([CH2:20][OH:21])=[N:18][O:17][N:16]=2)[CH:5]=[CH:6][C:7]=1[F:8]. Reported procedure: 4-(3-Chloro-4-fluorophenyl)-3-(4-[(triisopropylsilyl)oxy]methyl-1,2,5-oxadiazol-3-yl)-1,2,4-oxadiazol-5(4H)-one (1.7 g, 3.7 mmol) was dissolved in anhydrous MeOH(MeOH) (110 mL) followed by addition of 2 M of hydrogen chloride in MeOH (9.2 mL). Reaction was stirred at 70° C. for 4 hrs. After concentration in vacuo the sample was loaded onto 120 g ISCO cartridge eluting with EtOAc/hexane. Fractions were combined and evaporated to yield desired product as an off-white powder. (1.12 g, 97%). 1H NMR ... Reactants: COC1=C(C=C(C(=C1)[N+](=O)[O-])OC)N(C(C(=O)OCC)=O)C1=CC=CC=C1 (Ethyl N-(2,5-Dimethoxy-4-nitro-phenyl)oxanilate). The solvent is C(C)O (ethanol). Product: COC1=C(C=C(C(=C1)N)OC)N(C(C(=O)OCC)=O)C1=CC=CC=C1 (Ethyl N-(2,5-dimethoxy-4-aminophenyl)oxanilate). The yield is 94.2%. RXN SMILES: [CH3:1][O:2][C:3]1[CH:8]=[C:7]([N+:9]([O-])=O)[C:6]([O:12][CH3:13])=[CH:5][C:4]=1[N:14]([C:22]1[CH:27]=[CH:26][CH:25]=[CH:24][CH:23]=1)[C:15](=[O:21])[C:16]([O:18][CH2:19][CH3:20])=[O:17]>C(O)C>[CH3:1][O:2][C:3]1[CH:8]=[C:7]([NH2:9])[C:6]([O:12][CH3:13])=[CH:5][C:4]=1[N:14]([C:22]1[CH:23]=[CH:24][CH:25]=[CH:26][CH:27]=1)[C:15](=[O:21])[C:16]([O:18][CH2:19][CH3:20])=[O:17]. Reported procedure: A mixture of the nitro compound of Example 2A (30 g) and 3.6 g of 5% pd/c in 600 ml of ethanol was hydrogenated at 40 psi overnight. The reaction mixture was filtered and the catalyst was washed well with methylene chloride. The organic solution was evaporated to dryness to give 26 g of the title compound. This was used for the next reaction without further purification. The reactants are C(CCC)[Li] (n-Butyl lithium), ice water, NC=1SC(=CC1C(=O)OCC)CC (Ethyl 2-amino-5-ethyl-thiophene-3-carboxylate), FC1=C(C=CC=C1)[N+](=O)[O-] (o-fluoro-nitrobenzene). Solvent: O1CCCC1 (tetrahydrofuran), O1CCCC1 (tetrahydrofuran). Reaction conditions: temperature -30 celsius, time 15 minute. The product is C(C)C1=CC(=C(S1)NC1=C(C=CC=C1)[N+](=O)[O-])C(=O)OCC (Ethyl 5-ethyl-2-(2-nitroanilino)-thiophene-3-carboxylate). Reaction SMILES: [NH2:1][C:2]1[S:3][C:4]([CH2:12][CH3:13])=[CH:5][C:6]=1[C:7]([O:9][CH2:10][CH3:11])=[O:8].C([Li])CCC.F[C:20]1[CH:25]=[CH:24][CH:23]=[CH:22][C:21]=1[N+:26]([O-:28])=[O:27]>O1CCCC1>[CH2:12]([C:4]1[S:3][C:2]([NH:1][C:20]2[CH:25]=[CH:24][CH:23]=[CH:22][C:21]=2[N+:26]([O-:28])=[O:27])=[C:6]([C:7]([O:9][CH2:10][CH3:11])=[O:8])[CH:5]=1)[CH3:13]. Procedure: Ethyl 2-amino-5-ethyl-thiophene-3-carboxylate (Ber. 99, 94-100) (40 g, 0.2 mol) in dry tetrahydrofuran (150 ml) was stirred under nitrogen and cooled to -40° C. n-Butyl lithium (125 ml of 10.2% w/v solution in hexane, 0.2 mol) was added keeping the temperature below -30° C. The mixture was then stirred at -30° C. for a further 15 minutes. This solution was blown by nitrogen through an inverted "U" tube into a solution of o-fluoro-nitrobenzene (28 g, 0.2 mol) in dry tetrahydrofuran (100 ml) maint... The reactants are S(=O)(=O)(OCC1=C(C=CC=C1[N+](=O)[O-])C(F)(F)F)C1=CC=C(C)C=C1 (2-(trifluoromethyl)-6-nitrobenzyl tosylate), [I-].[Na+] (sodium iodide). Solvent: CC(=O)C (acetone), C(Cl)Cl (methylene chloride), CC(=O)C (acetone), CC(=O)C (acetone). Conditions: time 8 hour. Product: FC(C1=C(CI)C(=CC=C1)[N+](=O)[O-])(F)F (2-(trifluoromethyl)-6-nitrobenzyl iodide). The yield is 96.7%. Reaction SMILES: S(C1C=CC(C)=CC=1)(O[CH2:5][C:6]1[C:11]([N+:12]([O-:14])=[O:13])=[CH:10][CH:9]=[CH:8][C:7]=1[C:15]([F:18])([F:17])[F:16])(=O)=O.[I-:26].[Na+]>CC(C)=O.C(Cl)Cl>[F:16][C:15]([F:18])([F:17])[C:7]1[CH:8]=[CH:9][CH:10]=[C:11]([N+:12]([O-:14])=[O:13])[C:6]=1[CH2:5][I:26] |f:1.2|. Reported procedure: A 200 mL round bottomed flask was charge under dry nitrogen with 35.08 g of 2-(trifluoromethyl)-6-nitrobenzyl tosylate dissolved in 100 mL of dry acetone. To this was added slowly with cooling 28.06 g of anhydrous sodium iodide dissolved in 75 mL of dry acetone. This reaction mixture was stirred overnight at room temperature. The mixture was stripped of acetone under vacuum redissolved in methylene chloride and filtered. The filtrate was extracted with 50 mL of distilled water, dried over anhydr...